This data is from the Open Reaction Database (ORD), a public repository of structured organic reaction records. The task is: describe an organic reaction: reactants, conditions, products, and yield Starting materials: CCC(O)c1cc(OC)c(Br)c(OC)c1, ClCCl, O=[Mn]=O. Product: CCC(=O)c1cc(OC)c(Br)c(OC)c1. As a reaction SMILES: [Br:1][c:2]1[c:3]([O:14][CH3:15])[cH:4][c:5]([CH:10]([CH2:11][CH3:12])[OH:13])[cH:6][c:7]1[O:8][CH3:9].[Cl:16][CH2:17][Cl:18].[O:19]=[Mn:20]=[O:21]>>[Br:1][c:2]1[c:3]([O:14][CH3:15])[cH:4][c:5]([C:10]([CH2:11][CH3:12])=[O:13])[cH:6][c:7]1[O:8][CH3:9]. Starting materials: NC(CCC(=O)O)C(=O)O (DL-glutamic acid), [OH-].[Na+] (sodium hydroxide), O1C(=CC=C1)C=CC(=O)Cl (β-(2-furyl)acrylic acid chloride). The solvent is O (water), C(C)OCC (diethyl ether). Run at time 1 hour. Product: O1C(=CC=C1)C=CC(=O)N[C@@H](CCC(=O)O)C(=O)O (N-[β-(2-furyl)acryloyl]glutamic acid). The yield is 52.0%. RXN SMILES: [NH2:1][CH:2]([C:8]([OH:10])=[O:9])[CH2:3][CH2:4][C:5]([OH:7])=[O:6].[OH-].[Na+].[O:13]1[CH:17]=[CH:16][CH:15]=[C:14]1[CH:18]=[CH:19][C:20](Cl)=[O:21]>O.C(OCC)C>[O:13]1[CH:17]=[CH:16][CH:15]=[C:14]1[CH:18]=[CH:19][C:20]([NH:1][C@H:2]([C:8]([OH:10])=[O:9])[CH2:3][CH2:4][C:5]([OH:7])=[O:6])=[O:21] |f:1.2|. Procedure: In 75 ml of water was suspended 6.5 g of DL-glutamic acid, and 5.2 g of sodium hydroxide was added, after which the resulting mixture was cooled to -10° C. to -7° C., and a solution of 6 g of β-(2-furyl)acrylic acid chloride in 75 ml of diethyl ether was added thereto dropwise over a period of 1 hour. After the addition, the mixture thus obtained was subjected to reaction at the same temperature for 5 hours, after which the aqueous layer was separated and then adjusted to pH 5.5 with diluted hyd... The reactants are N1(CCNCC1)CCCN1C(NC2=C1C=CC=C2)=O (1,3-dihydro-1-[3-(1-piperazinyl)propyl]-2H-benzimidazol-2-one), Cl.ClC(C1=NC=CC=C1)C1=CC=CC=C1 (2-(chlorophenylmethyl)pyridine hydrochloride), C([O-])([O-])=O.[Na+].[Na+] (sodium carbonate). The solvent is CN(C=O)C (N,N-dimethylformamide). Run at temperature 50 celsius. Yields the product C1(=CC=CC=C1)C(N1CCN(CC1)CCCN1C(NC2=C1C=CC=C2)=O)C2=NC=CC=C2 (1,3-dihydro-1-[3-{4-[phenyl(2-pyridinyl)methyl]-1-piperazinyl}propyl]-2H-benzimidazol-2-one). Yield: 23.4%. As a reaction SMILES: [N:1]1([CH2:7][CH2:8][CH2:9][N:10]2[C:14]3[CH:15]=[CH:16][CH:17]=[CH:18][C:13]=3[NH:12][C:11]2=[O:19])[CH2:6][CH2:5][NH:4][CH2:3][CH2:2]1.Cl.Cl[CH:22]([C:29]1[CH:34]=[CH:33][CH:32]=[CH:31][CH:30]=1)[C:23]1[CH:28]=[CH:27][CH:26]=[CH:25][N:24]=1.C(=O)([O-])[O-].[Na+].[Na+]>CN(C)C=O>[C:29]1([CH:22]([C:23]2[CH:28]=[CH:27][CH:26]=[CH:25][N:24]=2)[N:4]2[CH2:3][CH2:2][N:1]([CH2:7][CH2:8][CH2:9][N:10]3[C:14]4[CH:15]=[CH:16][CH:17]=[CH:18][C:13]=4[NH:12][C:11]3=[O:19])[CH2:6][CH2:5]2)[CH:30]=[CH:31][CH:32]=[CH:33][CH:34]=1 |f:1.2,3.4.5|. Procedure details: A mixture of 5.2 parts of 1,3-dihydro-1-[3-(1-piperazinyl)propyl]-2H-benzimidazol-2-one, 5.28 parts of 2-(chlorophenylmethyl)pyridine hydrochloride, 5.3 parts of sodium carbonate and 90 parts of N,N-dimethylformamide is stirred and heated overnight at 50° C. The reaction mixture is cooled and poured onto ice-water. The product is extracted with methylbenzene. The extract is dried, filtered and evaporated. The residue is crystallized from a mixture of 4-methyl-2-pentanone and 2,2'-oxybispropane. ... The reactants are CCCCCC(=O)OC, [Li]CCCC, COP(C)(=O)OC, CC(=O)O, C1CCOC1. The product is CCCCCC(=O)CP(=O)(OC)OC. Reaction SMILES: [C:13]([CH2:14][CH2:15][CH2:16][CH2:17][CH3:18])(=[O:19])[O:20][CH3:21].[CH2:8]([Li:9])[CH2:10][CH2:11][CH3:12].[CH3:1][P:2]([O:3][CH3:4])([O:5][CH3:6])=[O:7].[CH3:22][C:23](=[O:24])[OH:25].[O:26]1[CH2:27][CH2:28][CH2:29][CH2:30]1>>[CH2:1]([P:2]([O:3][CH3:4])([O:5][CH3:6])=[O:7])[C:13]([CH2:14][CH2:15][CH2:16][CH2:17][CH3:18])=[O:19]. Reactants: COC(C1=CC(=CC=C1)NC1=C2N=CN(C2=NC(=N1)N[C@@H]1CC[C@H](CC1)O)CC)=O (3-[9-ethyl-2-(trans-4-hydroxy-cyclohexylamino)-9H-purin-6-yl-amino]-benzoic acid methyl ester), O (H2O), [Li+].[OH-] (LiOH). Solvent: CO (MeOH). Yields the product C(C)N1C2=NC(=NC(=C2N=C1)NC=1C=C(C(=O)O)C=CC1)N[C@@H]1CC[C@H](CC1)O (3-[9-ethyl-2-(trans-4-hydroxy-cyclohexylamino)-9H-purin-6-yl-amino]-benzoic acid). Isolated yield 86.5%. RXN SMILES: C[O:2][C:3](=[O:30])[C:4]1[CH:9]=[CH:8][CH:7]=[C:6]([NH:10][C:11]2[N:19]=[C:18]([NH:20][C@H:21]3[CH2:26][CH2:25][C@H:24]([OH:27])[CH2:23][CH2:22]3)[N:17]=[C:16]3[C:12]=2[N:13]=[CH:14][N:15]3[CH2:28][CH3:29])[CH:5]=1.O.[Li+].[OH-]>CO>[CH2:28]([N:15]1[CH:14]=[N:13][C:12]2[C:16]1=[N:17][C:18]([NH:20][C@H:21]1[CH2:26][CH2:25][C@H:24]([OH:27])[CH2:23][CH2:22]1)=[N:19][C:11]=2[NH:10][C:6]1[CH:5]=[C:4]([CH:9]=[CH:8][CH:7]=1)[C:3]([OH:30])=[O:2])[CH3:29] |f:2.3|. Procedure: 15.8 g (38.5 mmol) of 3-[9-ethyl-2-(trans-4-hydroxy-cyclohexylamino)-9H-purin-6-yl-amino]-benzoic acid methyl ester is suspended in 400 ml of MeOH, 77 ml of H2O and 77 ml of LiOH solution (1M), and stirred for 75 min at 80° C. After completion, the MeOH is removed under reduced pressure and the aqueous layer is washed with EtOAc (2 fold). The aqueous layer is then slowly treated with 1N HCl solution to pH 4-4.5. The precipitate is filtered off and washed to neutral pH to obtain 13.2 g (87% yield... Starting materials: CC1=CC=CC2=CC=CC(=C12)C (1,8-dimethyl-naphthalene), BrN1C(CCC1=O)=O (N-bromosuccinimide). The product is BrCC1=CC=CC2=CC=CC(=C12)C (1-bromomethyl-8-methyl-naphthalene). Reaction SMILES: [CH3:1][C:2]1[C:11]2[C:6](=[CH:7][CH:8]=[CH:9][C:10]=2[CH3:12])[CH:5]=[CH:4][CH:3]=1.[Br:13]N1C(=O)CCC1=O>>[Br:13][CH2:1][C:2]1[C:11]2[C:6](=[CH:7][CH:8]=[CH:9][C:10]=2[CH3:12])[CH:5]=[CH:4][CH:3]=1. Procedure: Using general procedure A (Exp. 1.3.), 1,8-dimethyl-naphthalene was reacted with N-bromosuccinimide to give 1-bromomethyl-8-methyl-naphthalene as white solid. MS: 234.1 ([M]+). Using general procedure B, ethyl 2-indole carboxylate was coupled with 1-bromomethyl-8-methyl-naphthalene to give 1-(8-methyl-naphthalen-1-ylmethyl)-1H-indole-2-carboxylic acid ethyl ester which was hydrolyzed as described in the general procedure B (Exp. 2.2) to give the title compound as a white solid. MS: 314.4 ([M−H]−...